Dataset: the Open Reaction Database (ORD), a public repository of structured organic reaction records. Task: describe an organic reaction: reactants, conditions, products, and yield The reactants are C(C)(C)(C)[Li] (t-butyllithium), COC=1C=NC(=CC1)C(F)(F)F (3-methoxy-6-trifluoromethylpyridine), C[Sn](C)(C)Cl (trimethyltin chloride). Run in O1CCCC1 (tetrahydrofuran), O1CCCC1 (tetrahydrofuran). Yields the product COC=1C(=NC(=CC1)C(F)(F)F)[Sn](C)(C)C (3-methoxy-6-trifluoromethyl-2-trimethystannylpyridine). Isolated yield 23.0%. As a reaction SMILES: C([Li])(C)(C)C.[CH3:6][O:7][C:8]1[CH:9]=[N:10][C:11]([C:14]([F:17])([F:16])[F:15])=[CH:12][CH:13]=1.[CH3:18][Sn:19](Cl)([CH3:21])[CH3:20]>O1CCCC1>[CH3:6][O:7][C:8]1[C:9]([Sn:19]([CH3:21])([CH3:20])[CH3:18])=[N:10][C:11]([C:14]([F:17])([F:15])[F:16])=[CH:12][CH:13]=1. Procedure details: A solution of t-butyllithium (1.7M in pentane; 8.5 ml, 14.45 mmol) was added dropwise to a stirred solution of 3-methoxy-6-trifluoromethylpyridine (1.57 g, 8.87 mmol) in dry tetrahydrofuran (20 ml) at −78° C. over 5 min. After stirring for 10 min at −78° C. a solution of trimethyltin chloride in tetrahydrofuran (18 ml, 1 M in THF, 18 mmol) was added over 5 min. The reaction mixture was allowed to warm up to room temperature over 5 hour and then quenched with water (50 ml) and extraxted with hexa... Reactants: CC(C)(C)[O-], Brc1cnc(I)nc1, [K+], OC1CN2CCC1CC2. Yields the product Brc1cnc(OC2CN3CCC2CC3)nc1. RXN SMILES: [CH3:10][C:11]([CH3:12])([O-:13])[CH3:14].[I:16][c:17]1[n:18][cH:19][c:20]([Br:23])[cH:21][n:22]1.[K+:15].[N:1]12[CH2:2][CH:3]([OH:9])[CH:4]([CH2:5][CH2:6]1)[CH2:7][CH2:8]2>>[N:1]12[CH2:2][CH:3]([O:9][c:17]3[n:18][cH:19][c:20]([Br:23])[cH:21][n:22]3)[CH:4]([CH2:5][CH2:6]1)[CH2:7][CH2:8]2. Starting materials: ClC=1C(=C(C(=O)C(C(=O)OCC)=COCC)C=C(C1F)F)F (ethyl 2-(3-chloro-2,4,5-trifluorobenzoyl)-3-ethoxyacrylate), C1(CC1)N (cyclopropylamine). The solvent is C(C)(C)(C)O (t-butanol). The product is ClC=1C(=C(C(=O)C(C(=O)OCC)=CNC2CC2)C=C(C1F)F)F (Ethyl 2-(3-chloro-2,4,5-trifluorobenzoyl)-3-cyclopropylaminoacrylate). As a reaction SMILES: [Cl:1][C:2]1[C:3]([F:22])=[C:4]([CH:17]=[C:18]([F:21])[C:19]=1[F:20])[C:5]([C:7](=[CH:13]OCC)[C:8]([O:10][CH2:11][CH3:12])=[O:9])=[O:6].[CH:23]1([NH2:26])[CH2:25][CH2:24]1>C(O)(C)(C)C>[Cl:1][C:2]1[C:3]([F:22])=[C:4]([CH:17]=[C:18]([F:21])[C:19]=1[F:20])[C:5]([C:7](=[CH:13][NH:26][CH:23]1[CH2:25][CH2:24]1)[C:8]([O:10][CH2:11][CH3:12])=[O:9])=[O:6]. Reported procedure: A solution of 2.7 g (8.0 mmol) of ethyl 2-(3-chloro-2,4,5-trifluorobenzoyl)-3-ethoxyacrylate, 0.46 g (8.0 mmol) of cyclopropylamine, and 40 ml of dry t-butanol is stirred at 45° C. for 21/2 hours. The mixture is cooled to room temperature and used without purification in the next step. The reactants are C(C1=CC=C(C(=O)Cl)C=C1)(=O)Cl (terephthaloyl chloride), NC1=C(C=CC=C1)O (aminophenol), C(C1=CC=C(C(=O)Cl)C=C1)(=O)Cl (terephthaloyl chloride), C(=O)(O)[O-].[Na+] (NaHCO3), C(C1=CC=C(C(=O)Cl)C=C1)(=O)Cl (terephthaloyl chloride), CO (methanol), CO (methanol), NC1=C(C=CC=C1)O (aminophenol), C(=O)(O)[O-].[Na+] (NaHCO3). Solvent: CC(=O)C (acetone), O (water), O (water), CC(=O)C (acetone). Conditions: temperature 56 celsius. Yields the product OC1=CC=C(C=C1)NC(C1=CC=C(C(=O)NC2=CC=C(C=C2)O)C=C1)=O (N,N'-bis(4-hydroxyphenyl)terephthalamide). Reaction SMILES: [NH2:1][C:2]1[CH:7]=[CH:6]C=[CH:4][C:3]=1O.[C:9](Cl)(=[O:19])[C:10]1[CH:18]=[CH:17][C:13]([C:14](Cl)=[O:15])=[CH:12][CH:11]=1.[C:21]([O-:24])(O)=O.[Na+].[CH3:26][OH:27]>O.CC(C)=O>[OH:27][C:26]1[CH:6]=[CH:7][C:2]([NH:1][C:9](=[O:19])[C:10]2[CH:18]=[CH:17][C:13]([C:14]([NH:1][C:2]3[CH:3]=[CH:4][C:21]([OH:24])=[CH:6][CH:7]=3)=[O:15])=[CH:12][CH:11]=2)=[CH:3][CH:4]=1 |f:2.3|. Procedure: N,N'-bis(4-hydroxyphenyl)terephthalamide (Structure V) was synthesized by the reaction of aminophenol with terephthaloyl chloride in the presence of NaHCO3. Two moles of aminophenol (218.3 grams) and 2 moles of NaHCO3 (168 grams) were first added to a stirred, round bottom flask containing 750 milliliters of acetone and 750 milliliters of deionized water. Two moles of terephthaloyl chloride (203.0 grams) were then added over a two hour period. During the course of the terephthaloyl chloride addi... The reactants are O=S1(CCN(C=C1C(C(F)(F)F)=O)C1=C(C=C(C=C1)N1C(O[C@H](C1)CNC(C)=O)=O)F)=O (N-[[(5S)-3-[4-[2,3-dihydro-1,1-dioxido-6-(trifluoroacetyl)-4H-1,4-thiazin-4-yl]-3-fluorophenyl]-2-oxo-5-oxazolidinyl]methyl]acetamide), C(=O)([O-])[O-].[K+].[K+] (K2CO3). Run in C(=O)(O)[O-].[Na+] (NaHCO3), CO (methanol). The product is O=S1(CCN(C=C1)C1=C(C=C(C=C1)N1C(O[C@H](C1)CNC(C)=O)=O)F)=O (N-[[(5S)-3-[4-(2,3-dihydro-1,1-dioxido-4H-1,4-thiazin-4yl)-3-fluorophenyl]-2-oxo-5-oxazolidinyl]methyl]acetamide). Reaction SMILES: [O:1]=[S:2]1(=[O:32])[C:7](C(=O)C(F)(F)F)=[CH:6][N:5]([C:14]2[CH:19]=[CH:18][C:17]([N:20]3[CH2:24][C@H:23]([CH2:25][NH:26][C:27](=[O:29])[CH3:28])[O:22][C:21]3=[O:30])=[CH:16][C:15]=2[F:31])[CH2:4][CH2:3]1.C([O-])([O-])=O.[K+].[K+]>CO.C([O-])(O)=O.[Na+]>[O:32]=[S:2]1(=[O:1])[CH:3]=[CH:4][N:5]([C:14]2[CH:19]=[CH:18][C:17]([N:20]3[CH2:24][C@H:23]([CH2:25][NH:26][C:27](=[O:29])[CH3:28])[O:22][C:21]3=[O:30])=[CH:16][C:15]=2[F:31])[CH2:6][CH2:7]1 |f:1.2.3,5.6|. Procedure details: The product of Step 2 (0.670 g, 1.39 mmol) is suspended in 28 mL of methanol, and the solution heated to reflux. Dry K2CO3 (0.386 g, 2.8 mmol) is added, and the mixture is stirred at reflux for 1 h. Upon cooling, the solution is diluted with 2.5% aq. NaHCO3 (20 mL) and the methanol removed by rotary evaporation. The resulting aqueous phase is extracted with EtOAc (5×30 mL), and the combined organic layers are dried (MgSO4). Solvent is evaporated under vacuum, and the crude material purified by s... Starting materials: N[C@H](CO)C ((S)-2-aminopropan-1-ol), Cl.N[C@H](CO)C1=CC=C(C=C1)OC(F)(F)F ((S)-2-amino-2-(4-(trifluoromethoxy)phenyl)ethanol hydrochloride), NC1CCOCC1 (4-amino-tetrahydropyran), Cl.FC=1C=C(C=CC1OC)[C@H](N)C=1C=NN(C1)C ((S)-(3-fluoro-4-methoxy-phenyl)-(1-methylpyrazol-4-yl)methanamine hydrochloride). The product is FC(OC1=CC=C(C=C1)[C@@H](CO)NC(=O)C=1C=C2C=C(N=CC2=CC1)NC1CCOCC1)F (3-(Tetrahydro-pyran-4-ylamino)-isoquino line-6-carboxylic acid [(S)-1-(4-difluoromethoxy-phenyl)-2-hydroxy-ethyl]-amide). Reaction SMILES: N[C@@H:2]([CH3:5])[CH2:3][OH:4].[NH2:6][CH:7]1[CH2:12][CH2:11][O:10][CH2:9][CH2:8]1.Cl.FC1C=[C:17]([C@@H:23]([C:25]2C=N[N:28]([CH3:30])[CH:29]=2)N)[CH:18]=[CH:19]C=1OC.Cl.[NH2:32][C@@H:33]([C:36]1[CH:41]=[CH:40][C:39]([O:42][C:43]([F:46])([F:45])F)=[CH:38][CH:37]=1)[CH2:34][OH:35]>>[F:46][CH:43]([F:45])[O:42][C:39]1[CH:38]=[CH:37][C:36]([C@H:33]([NH:32][C:3]([C:2]2[CH:5]=[C:23]3[C:17](=[CH:18][CH:19]=2)[CH:30]=[N:28][C:29]([NH:6][CH:7]2[CH2:12][CH2:11][O:10][CH2:9][CH2:8]2)=[CH:25]3)=[O:4])[CH2:34][OH:35])=[CH:41][CH:40]=1 |f:2.3,4.5|. Reported procedure: 3-(Tetrahydro-pyran-4-ylamino)-isoquino line-6-carboxylic acid [(S)-1-(4-difluoromethoxy-phenyl)-2-hydroxy-ethyl]-amide (II-61) was prepared analogously except in step 2, (S)-2-aminopropan-1-ol was replaced with 4-amino-tetrahydropyran and in step 5, (S)-(3-fluoro-4-methoxy-phenyl)-(1-methylpyrazol-4-yl)methanamine hydrochloride was replaced with (S)-2-amino-2-(4-difluoromethoxy-phenyl)ethanol (62h). Starting materials: CC(C)Br, COC(=O)c1cc(Br)cc2[nH]ccc12, CCCCCC, CN(C)C=O, CCOC(C)=O, [H-], [Na+]. Product: COC(=O)c1cc(Br)cc2c1ccn2C(C)C. RXN SMILES: [Br:17][CH:18]([CH3:19])[CH3:20].[Br:1][c:2]1[cH:3][c:4]([C:11](=[O:12])[O:13][CH3:14])[c:5]2[cH:6][cH:7][nH:8][c:9]2[cH:10]1.[CH3:21][CH2:22][CH2:23][CH2:24][CH2:25][CH3:26].[CH3:27][N:28]([CH3:29])[CH:30]=[O:31].[CH3:32][CH2:33][O:34][C:35](=[O:36])[CH3:37].[H-:15].[Na+:16]>>[Br:1][c:2]1[cH:3][c:4]([C:11](=[O:12])[O:13][CH3:14])[c:5]2[cH:6][cH:7][n:8]([CH:18]([CH3:19])[CH3:20])[c:9]2[cH:10]1.